From a dataset of the Open Reaction Database (ORD), a public repository of structured organic reaction records. describe an organic reaction: reactants, conditions, products, and yield Reactants: BrC1=CC=C(C=C1)C1=NSC2=C1C=CC(=C2)O (3-(4-Bromo-phenyl)-benzo[d]isothiazol-6-ol), OS(=O)(=O)[O-].[K+] (KHSO4), [H-].[Na+] (NaH), BrCC(=O)OC(C)(C)C (t-butyl bromoacetate). Run in C1CCOC1 (THF), C1CCOC1 (THF). Reaction conditions: time 1 hour. Yields the product C(C)(C)(C)OC(COC1=CC2=C(C(=NS2)C2=CC=C(C=C2)Br)C=C1)=O ([3-(4-Bromo-phenyl)-benzo[d]isothiazol-6-yloxy]-acetic acid tert-butyl ester). Yield: 89.9%. Reaction SMILES: [H-].[Na+].[Br:3][C:4]1[CH:9]=[CH:8][C:7]([C:10]2[C:14]3[CH:15]=[CH:16][C:17]([OH:19])=[CH:18][C:13]=3[S:12][N:11]=2)=[CH:6][CH:5]=1.Br[CH2:21][C:22]([O:24][C:25]([CH3:28])([CH3:27])[CH3:26])=[O:23].OS([O-])(=O)=O.[K+]>C1COCC1>[C:25]([O:24][C:22](=[O:23])[CH2:21][O:19][C:17]1[CH:16]=[CH:15][C:14]2[C:10]([C:7]3[CH:6]=[CH:5][C:4]([Br:3])=[CH:9][CH:8]=3)=[N:11][S:12][C:13]=2[CH:18]=1)([CH3:28])([CH3:27])[CH3:26] |f:0.1,4.5|. Reported procedure: To a suspension of 0.74 g (16.9 mmol) NaH (55% in mineral oil) in 40 ml THF was added a solution of 4 g (13.1 mmol) 3-(4-Bromo-phenyl)-benzo[d]isothiazol-6-ol in 20 ml THF at RT. The solution was stirred at RT for 1 h, 2.1 ml (14.3 mmol) t-butyl bromoacetate was added. The solution was stirred at RT over night, 1M KHSO4 was added carefully and the layers separated. The inorganic one was extracted with EtOAc, the combined organic phases were washed with water and brine and dried over Na2SO4. Colu... Starting materials: CC(C)(C)C(=O)Cl, CCC(C)(C)OO, [K+], [Na+], [OH-], [OH-], O. Yields the product CCC(C)(C)OOC(=O)C(C)(C)C. RXN SMILES: [C:12]([C:13]([CH3:14])([CH3:15])[CH3:16])(=[O:17])[Cl:18].[C:1]([CH3:2])([CH3:3])([CH2:4][CH3:5])[O:6][OH:7].[K+:9].[Na+:11].[OH-:10].[OH-:8].[OH2:19]>>[C:1]([CH3:2])([CH3:3])([CH2:4][CH3:5])[O:6][O:7][C:12]([C:13]([CH3:14])([CH3:15])[CH3:16])=[O:17]. Starting materials: CCN(CC)P(OC(C)(C)C)OC(C)(C)C, O, OO, OCCCNc1nccc(-c2cccnc2Oc2ccc(Nc3nnc(-c4ccccc4)c4ccccc34)cc2)n1. The product is CC(C)(C)OP(=O)(OCCCNc1nccc(-c2cccnc2Oc2ccc(Nc3nnc(-c4ccccc4)c4ccccc34)cc2)n1)OC(C)(C)C. Reaction SMILES: [CH2:42]([N:43]([CH2:44][CH3:56])[P:45]([O:46][C:47]([CH3:48])([CH3:49])[CH3:50])[O:51][C:52]([CH3:53])([CH3:54])[CH3:55])[CH3:57].[OH2:60].[OH:58][OH:59].[c:1]1(-[c:7]2[n:8][n:9][c:10]([NH:17][c:18]3[cH:19][cH:20][c:21]([O:22][c:23]4[n:24][cH:25][cH:26][cH:27][c:28]4-[c:29]4[n:30][c:31]([NH:35][CH2:36][CH2:37][CH2:38][OH:39])[n:32][cH:33][cH:34]4)[cH:40][cH:41]3)[c:11]3[cH:12][cH:13][cH:14][cH:15][c:16]23)[cH:2][cH:3][cH:4][cH:5][cH:6]1>>[c:1]1(-[c:7]2[n:8][n:9][c:10]([NH:17][c:18]3[cH:19][cH:20][c:21]([O:22][c:23]4[n:24][cH:25][cH:26][cH:27][c:28]4-[c:29]4[n:30][c:31]([NH:35][CH2:36][CH2:37][CH2:38][O:39][P:45]([O:46][C:47]([CH3:48])([CH3:49])[CH3:50])([O:51][C:52]([CH3:53])([CH3:54])[CH3:55])=[O:58])[n:32][cH:33][cH:34]4)[cH:40][cH:41]3)[c:11]3[cH:12][cH:13][cH:14][cH:15][c:16]23)[cH:2][cH:3][cH:4][cH:5][cH:6]1. Starting materials: COc1nc(C)c([N+](=O)[O-])cc1C, Cl. The product is Cc1cc([N+](=O)[O-])c(C)nc1O. Reaction SMILES: [CH3:1][O:2][c:3]1[n:4][c:5]([CH3:13])[c:6]([N+:10](=[O:11])[O-:12])[cH:7][c:8]1[CH3:9].[ClH:14]>>[OH:2][c:3]1[n:4][c:5]([CH3:13])[c:6]([N+:10](=[O:11])[O-:12])[cH:7][c:8]1[CH3:9]. Reactants: Br, CS(C)=O, [K+], [K+], Nc1ccc(C(=O)c2ccccc2)cc1, O=C([O-])[O-]. Product: O=C(c1ccccc1)c1ccc(Br)cc1. Reaction SMILES: [BrH:1].[CH3:23][S:24]([CH3:25])=[O:26].[K+:17].[K+:18].[NH2:2][c:3]1[cH:4][cH:5][c:6]([C:7](=[O:8])[c:9]2[cH:10][cH:11][cH:12][cH:13][cH:14]2)[cH:15][cH:16]1.[O-:19][C:20]([O-:21])=[O:22]>>[Br:1][c:3]1[cH:4][cH:5][c:6]([C:7](=[O:8])[c:9]2[cH:10][cH:11][cH:12][cH:13][cH:14]2)[cH:15][cH:16]1. Starting materials: [Na] (sodium), C(C)I (ethyl iodide), C(C)I (ethyl iodide), CC1(C(N(C(C2=CC(=CC=C12)O)=O)CCCN(CCCN1C(C2=CC=CC=C2C(C1=O)(C)C)=O)C)=O)C (N-[3-(3,4-dihydro-4,4-dimethyl-7-hydroxy-1,3-dioxo-2(1H)-isoquinolyl)-propyl]-N-[3-(3,4-dihydro-4,4-dimethyl-1,3-dioxo-2(1H)-isoquinolyl)-propyl]-methylamine). Run in C(C)O (ethanol), C(C)O (ethanol). Yields the product CC1(C(N(C(C2=CC(=CC=C12)OCC)=O)CCCN(CCCN1C(C2=CC=CC=C2C(C1=O)(C)C)=O)C)=O)C (N-[3-(3,4-Dihydro-4,4-dimethyl-7-ethoxy-1,3-dioxo-2(1H)-isoquinolyl)-propyl]-N-[3-(3,4-dihydro-4,4-dimethyl-1,3-dioxo-2(1H)-isoquinolyl)-propyl]-methylamine). As a reaction SMILES: [CH3:1][C:2]1([CH3:37])[C:11]2[C:6](=[CH:7][C:8]([OH:12])=[CH:9][CH:10]=2)[C:5](=[O:13])[N:4]([CH2:14][CH2:15][CH2:16][N:17]([CH3:35])[CH2:18][CH2:19][CH2:20][N:21]2[C:30](=[O:31])[C:29]([CH3:33])([CH3:32])[C:28]3[C:23](=[CH:24][CH:25]=[CH:26][CH:27]=3)[C:22]2=[O:34])[C:3]1=[O:36].[Na].[CH2:39](I)[CH3:40]>C(O)C>[CH3:1][C:2]1([CH3:37])[C:11]2[C:6](=[CH:7][C:8]([O:12][CH2:39][CH3:40])=[CH:9][CH:10]=2)[C:5](=[O:13])[N:4]([CH2:14][CH2:15][CH2:16][N:17]([CH3:35])[CH2:18][CH2:19][CH2:20][N:21]2[C:30](=[O:31])[C:29]([CH3:32])([CH3:33])[C:28]3[C:23](=[CH:24][CH:25]=[CH:26][CH:27]=3)[C:22]2=[O:34])[C:3]1=[O:36] |^1:37|. Procedure: 1.3 gm of N-[3-(3,4-dihydro-4,4-dimethyl-7-hydroxy-1,3-dioxo-2(1H)-isoquinolyl)-propyl]-N-[3-(3,4-dihydro-4,4-dimethyl-1,3-dioxo-2(1H)-isoquinolyl)-propyl]-methylamine were dissolved in 10 ml of absolute ethanol, the resulting solution was added to a solution of 0.06 gm of sodium in 10 ml of absolute ethanol, and 0.42 gm of ethyl iodide was added to the mixed solution. The mixture was refluxed for 30 minutes, another 0.42 gm of ethyl iodide was added, and the mixture was refluxed again for 30 mi... Reactants: C(C)(C)(C)C1=CC=C(C=C1)C1=CC(=NO1)C(=O)OCC (Ethyl 5-(4-tert-butylphenyl)-3-isoxazolecarboxylate), [OH-].[NH4+] (ammonium hydroxide). The solvent is O (water). Reaction conditions: time 18 hour. The product is C(C)(C)(C)C1=CC=C(C=C1)C1=CC(=NO1)C(=O)N (5-(4-tert-BUTYLPHENYL)-3-ISOXAZOLECARBOXAMIDE). Reaction SMILES: [C:1]([C:5]1[CH:10]=[CH:9][C:8]([C:11]2[O:15][N:14]=[C:13]([C:16]([O:18]CC)=O)[CH:12]=2)=[CH:7][CH:6]=1)([CH3:4])([CH3:3])[CH3:2].[OH-].[NH4+:22]>O>[C:1]([C:5]1[CH:10]=[CH:9][C:8]([C:11]2[O:15][N:14]=[C:13]([C:16]([NH2:22])=[O:18])[CH:12]=2)=[CH:7][CH:6]=1)([CH3:4])([CH3:3])[CH3:2] |f:1.2|. Procedure details: Ethyl 5-(4-tert-butylphenyl)-3-isoxazolecarboxylate (25 grams) was mixed with 1 liter of concentrated ammonium hydroxide, and the reaction mixture stirred overnight (about 18 hours) at room temperature. The reaction mixture was then poured into 1 liter of water. The product precipitated and was separated by filtration, yield, 34 grams. The structure of the product was confirmed by NMR.